Dataset: the Open Reaction Database (ORD), a public repository of structured organic reaction records. Task: describe an organic reaction: reactants, conditions, products, and yield The reactants are COC([C@H](NS(=O)(=O)C1=CC=C(C=C1)OC1=CC=CC=C1)C(C)(C)SC)=O (S-methyl--N--[4-(phenoxy)benzenesulfonyl]-D-penicillamine methyl ester), C[S-].[Na+] (sodium thiomethoxide), S([O-])(O)(=O)=O.[Na+] (sodium bisulfate). The solvent is CS(=O)C (DMSO). Conditions: temperature 45 celsius. Yields the product CSC([C@@H](NS(=O)(=O)C1=CC=C(C=C1)OC1=CC=CC=C1)C(=O)O)(C)C (S-methyl--N--[4-(phenoxy)benzenesulfonyl]-D-penicillamine). The yield is 95.0%. RXN SMILES: C[O:2][C:3](=[O:27])[C@@H:4]([C:22]([S:25][CH3:26])([CH3:24])[CH3:23])[NH:5][S:6]([C:9]1[CH:14]=[CH:13][C:12]([O:15][C:16]2[CH:21]=[CH:20][CH:19]=[CH:18][CH:17]=2)=[CH:11][CH:10]=1)(=[O:8])=[O:7].C[S-].[Na+].S(=O)(=O)(O)[O-].[Na+]>CS(C)=O>[CH3:26][S:25][C:22]([CH3:24])([CH3:23])[C@H:4]([C:3]([OH:27])=[O:2])[NH:5][S:6]([C:9]1[CH:10]=[CH:11][C:12]([O:15][C:16]2[CH:17]=[CH:18][CH:19]=[CH:20][CH:21]=2)=[CH:13][CH:14]=1)(=[O:7])=[O:8] |f:1.2,3.4|. Reported procedure: To a solution of S-methyl--N--[4-(phenoxy)benzenesulfonyl]-D-penicillamine methyl ester (0.250 g., 0.610 mmol) in DMSO (3 mL) at room temperature was added sodium thiomethoxide (171 mg., 2.44 mmol) in one portion. The solution was heated at 45° C. for18 hours, and then cooled to 0° C. and acidified to pH=5 using 1N aqueous sodium bisulfate. The mixture was partitioned between ethyl acetate and water, and the organic phase was washed with brine, dried over MgSO4, and concentrated. The residue was...